Dataset: the Open Reaction Database (ORD), a public repository of structured organic reaction records. Task: describe an organic reaction: reactants, conditions, products, and yield Starting materials: C1(=CC=C(C=C1)S(=O)(=O)Cl)C (p-toluenesulfonyl chloride), ClC1(C(C1(C)C)CO)Cl (2,2-dichloro-3,3-dimethylcyclopropane methanol), ice water. Run in N1=CC=CC=C1 (pyridine). Run at time 12 hour. Product: C1(=CC=C(C=C1)S(=O)(=O)OCC1C(C1(C)C)(Cl)Cl)C (2,2-dichloro-3,3-dimethylcyclopropylmethyl p-toluenesulfonate). Yield: 95.9%. As a reaction SMILES: [Cl:1][C:2]1([Cl:9])[C:4]([CH3:6])([CH3:5])[CH:3]1[CH2:7][OH:8].[C:10]1([CH3:20])[CH:15]=[CH:14][C:13]([S:16](Cl)(=[O:18])=[O:17])=[CH:12][CH:11]=1>N1C=CC=CC=1>[C:10]1([CH3:20])[CH:15]=[CH:14][C:13]([S:16]([O:8][CH2:7][CH:3]2[C:4]([CH3:6])([CH3:5])[C:2]2([Cl:9])[Cl:1])(=[O:18])=[O:17])=[CH:12][CH:11]=1. Procedure: A solution of 33.8 g of 2,2-dichloro-3,3-dimethylcyclopropane methanol in 200 ml of pyridine was cooled to 0° C., and 38.2 g of p-toluenesulfonyl chloride was added portionwise. The reaction mixture was left to stand for 12 hours in a refrigerator (0° C.), and then poured into 1 liter of ice water. The crystals precipitated were collected by filtration, washed with water, dried in the air, and washed with hexane to give 62 g of 2,2-dichloro-3,3-dimethylcyclopropylmethyl p-toluenesulfonate, the d...